This data is from the Open Reaction Database (ORD), a public repository of structured organic reaction records. The task is: describe an organic reaction: reactants, conditions, products, and yield Reactants: ONCC1=CC=C(OCCCCCCCCCOC2=CC=C(C=C2)CNO)C=C1 (1,9-Bis[4-(hydroxyaminomethyl)phenoxy]nonane), O1CCCC1.CN(C=O)C (tetrahydrofuran dimethylformamide), [OH-].[Na+] (sodium hydroxide), O (water), C(C)OC(=O)N=C=O (ethoxycarbonyl isocyanate). Run at time 10 minute. Yields the product O=C1N(OC(N1)=O)CC1=CC=C(OCCCCCCCCCOC2=CC=C(C=C2)CN2OC(NC2=O)=O)C=C1 (1,9-bis[4-[(3,5-dioxo-1,2,4-oxadiazolidin-2-yl)methyl]phenoxy]nonane). RXN SMILES: [OH:1][NH:2][CH2:3][C:4]1[CH:29]=[CH:28][C:7]([O:8][CH2:9][CH2:10][CH2:11][CH2:12][CH2:13][CH2:14][CH2:15][CH2:16][CH2:17][O:18][C:19]2[CH:24]=[CH:23][C:22]([CH2:25][NH:26][OH:27])=[CH:21][CH:20]=2)=[CH:6][CH:5]=1.C(O[C:33]([N:35]=[C:36]=[O:37])=[O:34])C.[OH-].[Na+].O.[O:41]1[CH2:45]CCC1.C[N:47](C)[CH:48]=[O:49]>>[O:49]=[C:48]1[NH:47][C:45](=[O:41])[O:27][N:26]1[CH2:25][C:22]1[CH:21]=[CH:20][C:19]([O:18][CH2:17][CH2:16][CH2:15][CH2:14][CH2:13][CH2:12][CH2:11][CH2:10][CH2:9][O:8][C:7]2[CH:6]=[CH:5][C:4]([CH2:3][N:2]3[C:36](=[O:37])[NH:35][C:33](=[O:34])[O:1]3)=[CH:29][CH:28]=2)=[CH:24][CH:23]=1 |f:2.3,5.6|. Procedure: 1,9-Bis[4-(hydroxyaminomethyl)phenoxy]nonane (1.07 g) was dissolved in 75 ml of tetrahydrofuran-dimethylformamide (4:1) and, in an atmosphere of argon and with ice-cooling, 0.75 ml of ethoxycarbonyl isocyanate was added dropwise to the solution. After 10 minutes of stirring, 1N sodium hydroxide aqueous solution was added dropwise to the reaction mixture with water-cooling, followed by 2 hours of stirring at room temperature. The solvent was evaporated under a reduced pressure, and the thus obtai... The reactants are C(C)(C)(C)OC(=O)N1C[C@@H]([C@H](CC1)C1=CC=C(C=C1)OCCCOCC1=C(C=CC=C1)OC)OCC1=CC=C2CCCNC2=C1 ((3R,4R)-4-[4-[3-(2-methoxy-benzyloxy)-propoxy]-phenyl]-3-(1,2,3,4-tetrahydro-quinolin-7-ylmethoxy)-piperidine-1-carboxylic acid tert-butyl ester), BrCCO (2-bromo-1-ethanol). Yields the product C(C)(C)(C)OC(=O)N1C[C@@H]([C@H](CC1)C1=CC=C(C=C1)OCCCOCC1=C(C=CC=C1)OC)OCC1=CC=C2CCCN(C2=C1)CCO ((3R,4R)-3-[1-(2-hydroxy-ethyl)-1,2,3,4-tetrahydro-quinolin-7-ylmethoxy]-4-[4-[3-(2-methoxy-benzyloxy)-propoxy]-phenyl]-piperidine-1-carboxylic acid tert-butyl ester). Reaction SMILES: [C:1]([O:5][C:6]([N:8]1[CH2:13][CH2:12][C@H:11]([C:14]2[CH:19]=[CH:18][C:17]([O:20][CH2:21][CH2:22][CH2:23][O:24][CH2:25][C:26]3[CH:31]=[CH:30][CH:29]=[CH:28][C:27]=3[O:32][CH3:33])=[CH:16][CH:15]=2)[C@@H:10]([O:34][CH2:35][C:36]2[CH:45]=[C:44]3[C:39]([CH2:40][CH2:41][CH2:42][NH:43]3)=[CH:38][CH:37]=2)[CH2:9]1)=[O:7])([CH3:4])([CH3:3])[CH3:2].Br[CH2:47][CH2:48][OH:49]>>[C:1]([O:5][C:6]([N:8]1[CH2:13][CH2:12][C@H:11]([C:14]2[CH:15]=[CH:16][C:17]([O:20][CH2:21][CH2:22][CH2:23][O:24][CH2:25][C:26]3[CH:31]=[CH:30][CH:29]=[CH:28][C:27]=3[O:32][CH3:33])=[CH:18][CH:19]=2)[C@@H:10]([O:34][CH2:35][C:36]2[CH:45]=[C:44]3[C:39]([CH2:40][CH2:41][CH2:42][N:43]3[CH2:47][CH2:48][OH:49])=[CH:38][CH:37]=2)[CH2:9]1)=[O:7])([CH3:4])([CH3:2])[CH3:3]. Reported procedure: In analogy to the procedure described in example 4(a), the (3R,4R)-4-[4-[3-(2-methoxy-benzyloxy)-propoxy]-phenyl]-3-(1,2,3,4-tetrahydro-quinolin-7-ylmethoxy)-piperidine-1-carboxylic acid tert-butyl ester [example 1(c)] was alkylated with 2-bromo-1-ethanol to yield the (3R,4R)-3-[1-(2-hydroxy-ethyl)-1,2,3,4-tetrahydro-quinolin-7-ylmethoxy]-4-[4-[3-(2-methoxy-benzyloxy)-propoxy]-phenyl]-piperidine-1-carboxylic acid tert-butyl ester as a light yellow oil; MS: 661 (M+H)+. Reported procedure: A solution of 30 g of 5-mercapto-3-phenyl-1,2,4-thiadiazole in 500 ml of 5% sodium hydroxide and a solution prepared by diluting 310 ml of 5.25% NaOCl to 500 ml with water were added dropwise simultaneously to 1325 ml of an ammonium hydroxide solution while maintaining the mixture at 0° with an ice/methanol bath. The resulting mixture was stirred for 10 minutes and the solids were collected, washed with water and dried under high vacuum (with P2O5) to give 18.5 g of powder. Recrystallization of ... Run in O (water), [OH-].[Na+] (sodium hydroxide). The product is C1(=CC=CC=C1)C1=NSC(=N1)SN (3-Phenyl-1,2,4-thiadiazole-5-sulfenamide). Reactants: [O-]Cl.[Na+] (NaOCl), SC1=NC(=NS1)C1=CC=CC=C1 (5-mercapto-3-phenyl-1,2,4-thiadiazole), [OH-].[NH4+] (ammonium hydroxide). Reaction SMILES: [SH:1][C:2]1[S:6][N:5]=[C:4]([C:7]2[CH:12]=[CH:11][CH:10]=[CH:9][CH:8]=2)[N:3]=1.[O-]Cl.[Na+].[OH-].[NH4+:17]>[OH-].[Na+].O>[C:7]1([C:4]2[N:3]=[C:2]([S:1][NH2:17])[S:6][N:5]=2)[CH:12]=[CH:11][CH:10]=[CH:9][CH:8]=1 |f:1.2,3.4,5.6|. Reaction conditions: time 10 minute. Reactants: FC1=C(OC2=C3C(=NC=C2)C=C(S3)C3=CCN(CC3)C(=O)OC(C)(C)C)C=CC(=C1)NC(=O)C=1C(N(N=CC1)C1=CC=C(C=C1)F)=O (tert-butyl 4-(7-(2-fluoro -4-(2-(4-fluorophenyl)-3-oxo-2,3-dihydropyridazine-4-carboxamido)phenoxy)thieno[3,2-b]pyridin-2-yl)-5,6-dihydropyridine-1(2H)-carboxylate), C(F)(F)(F)C(=O)O (CF3CO2H). The product is FC=1C=C(C=CC1OC1=C2C(=NC=C1)C=C(S2)C=2CCNCC2)NC(=O)C=2C(N(N=CC2)C2=CC=C(C=C2)F)=O (N-(3-fluoro-4-(2-(1,2,3,6-tetrahydropyridin-4-yl)thieno[3,2-b]pyridin-7-yloxy)phenyl)-2-(4-fluorophenyl)-3-oxo-2,3-dihydropyridazine-4-carboxamide). Isolated yield 72.2%. As a reaction SMILES: [F:1][C:2]1[CH:30]=[C:29]([NH:31][C:32]([C:34]2[C:35](=[O:47])[N:36]([C:40]3[CH:45]=[CH:44][C:43]([F:46])=[CH:42][CH:41]=3)[N:37]=[CH:38][CH:39]=2)=[O:33])[CH:28]=[CH:27][C:3]=1[O:4][C:5]1[CH:10]=[CH:9][N:8]=[C:7]2[CH:11]=[C:12]([C:14]3[CH2:19][CH2:18][N:17](C(OC(C)(C)C)=O)[CH2:16][CH:15]=3)[S:13][C:6]=12.C(C(O)=O)(F)(F)F>>[F:1][C:2]1[CH:30]=[C:29]([NH:31][C:32]([C:34]2[C:35](=[O:47])[N:36]([C:40]3[CH:41]=[CH:42][C:43]([F:46])=[CH:44][CH:45]=3)[N:37]=[CH:38][CH:39]=2)=[O:33])[CH:28]=[CH:27][C:3]=1[O:4][C:5]1[CH:10]=[CH:9][N:8]=[C:7]2[CH:11]=[C:12]([C:14]3[CH2:19][CH2:18][NH:17][CH2:16][CH:15]=3)[S:13][C:6]=12. Procedure details: A single-neck, round-bottomed flask was charged with tert-butyl 4-(7-(2-fluoro -4-(2-(4-fluorophenyl)-3-oxo-2,3-dihydropyridazine-4-carboxamido)phenoxy)thieno[3,2-b]pyridin-2-yl)-5,6-dihydropyridine-1(2H)-carboxylate (27.3 mg, 0.0415 mmol) and CF3CO2H (5 mL). The reaction mixture was stirred at room temperature until the starting material had been consumed (four hours). Then the solvent was removed and the residue was purified by silica gel chromatography (DCM/7 M NH3 in MeOH from 50/1 to 10/1, ... Reactants: C(c1nc2ccccc2[nH]1)=O, CC1=CN=C(C=C1)N, [C-]#[N+]C1CCCCC1. Reagents/catalysts: O=C(O)C(F)(F)F (trifluoroacetic acid). The solvent is CC(C)O (isopropyl alcohol), CC(C)O (isopropylalcohol). Reaction conditions: temperature 22 celsius, time 20 hour. The product is Cc1ccc2nc(c3nc4ccccc4[nH]3)c(NC3CCCCC3)n2c1. The yield is 0.1%. As a reaction SMILES: CC1=CC=C(N)N=C1.[C-]#[N+]C1CCCCC1.O=CC1=NC2=CC=CC=C2N1>>CC1=CN2C(C=C1)=NC(C1=NC3=C(N1)C=CC=C3)=C2NC1CCCCC1.